Dataset: the Open Reaction Database (ORD), a public repository of structured organic reaction records. Task: describe an organic reaction: reactants, conditions, products, and yield Starting materials: BrB(Br)Br, COc1ccc2[nH]c(C(N)=O)c(S(=O)(=O)N3CCOCC3)c2c1, CCOC(C)=O, ClCCl, [Na+], O=C([O-])O. The product is NC(=O)c1[nH]c2ccc(O)cc2c1S(=O)(=O)N1CCOCC1. Reaction SMILES: [B:24]([Br:25])([Br:26])[Br:27].[CH3:1][O:2][c:3]1[cH:4][c:5]2[c:6]([S:15](=[O:16])(=[O:17])[N:18]3[CH2:19][CH2:20][O:21][CH2:22][CH2:23]3)[c:7]([C:12](=[O:13])[NH2:14])[nH:8][c:9]2[cH:10][cH:11]1.[CH3:28][CH2:29][O:30][C:31]([CH3:32])=[O:33].[Cl:39][CH2:40][Cl:41].[Na+:38].[O-:34][C:35]([OH:36])=[O:37]>>[OH:2][c:3]1[cH:4][c:5]2[c:6]([S:15](=[O:16])(=[O:17])[N:18]3[CH2:19][CH2:20][O:21][CH2:22][CH2:23]3)[c:7]([C:12](=[O:13])[NH2:14])[nH:8][c:9]2[cH:10][cH:11]1. Reactants: C(=C)C(=O)C (Methyl vinyl ketone), S(O)(O)(=O)=O (sulfuric acid), C([O-])(O)=O.[Na+] (sodium bicarbonate), C1(O)=CC(O)=CC=C1 (resorcinol), C(OC)(OC)OC (trimethyl orthoformate). Reaction conditions: time 2 hour. The product is OC1=CC2=C(CCC(O2)(C)OC)C=C1 (2,3-Dihydro-7-hydroxy-2-methoxy-2-methyl-4H-1-benzopyran). The yield is 64.4%. Reaction SMILES: [CH:1]([C:3]([CH3:5])=[O:4])=[CH2:2].[C:6]1([CH:13]=[CH:12][CH:11]=[C:9]([OH:10])[CH:8]=1)O.[CH:14](OC)(OC)[O:15]C.S(=O)(=O)(O)O.C(=O)(O)[O-].[Na+]>>[OH:4][C:3]1[CH:5]=[CH:6][C:13]2[CH2:12][CH2:11][C:9]([O:15][CH3:14])([CH3:8])[O:10][C:2]=2[CH:1]=1 |f:4.5|. Procedure details: Methyl vinyl ketone (7.7 g) was added dropwise under ice cooling to a solution composed of 11 g of resorcinol, 11.7 g of trimethyl orthoformate and 0.1 ml of conc. sulfuric acid. After the addition, the mixture was stirred at room temperature for 2 hours. The reaction mixture was neutralized with a saturated aqueous solution of sodium bicarbonate, and then extracted with ethyl acetate. The residue left after evaporation of the solvent as purified by column chromatography to give 12.5 g (yield 70... Reactants: CC=1C=C(C=C)C(=CC1)[N+](=O)[O-] (3-methyl-6-nitrostyrene), Cl (hydrochloric acid), [H-].[Na+] (sodium hydride), C(CC(=O)OCC)(=O)OCC (diethyl malonate). Procedure details: To a suspension of 60% sodium hydride (1.36 g, 34 mmol) in DMF (35 mL) was added diethyl malonate (7.00 g, 43.7 mmol). The mixture was heated at 60° C. for 1.5 h, allowed to cool at room temperature and 3-methyl-6-nitrostyrene (4.80 g, 29.4 mmol) in DMF (10 mL) was added dropwise. The mixture was again heated at 4°~50° C. for 4 h, poured into 0.1N hydrochloric acid, and extracted with a 1:1 toluene/ethyl acetate. The extract was washed with brine, dried over magnesium sulfate, and concentrated. ... Reaction conditions: temperature 60 celsius. Reaction SMILES: [H-].[Na+].[C:3]([O:11][CH2:12][CH3:13])(=[O:10])[CH2:4][C:5]([O:7][CH2:8][CH3:9])=[O:6].[CH3:14][C:15]1[CH:16]=[C:17]([C:20]([N+:23]([O-:25])=[O:24])=[CH:21][CH:22]=1)[CH:18]=[CH2:19].Cl>CN(C=O)C>[CH3:14][C:15]1[CH:16]=[C:17]([CH2:18][CH2:19][CH:4]([C:5]([O:7][CH2:8][CH3:9])=[O:6])[C:3]([O:11][CH2:12][CH3:13])=[O:10])[C:20]([N+:23]([O-:25])=[O:24])=[CH:21][CH:22]=1 |f:0.1|. Solvent: CN(C)C=O (DMF), CN(C)C=O (DMF). The product is CC=1C=C(C(=CC1)[N+](=O)[O-])CCC(C(=O)OCC)C(=O)OCC (Diethyl 2-(3-methyl-6-nitrophenyl)ethylmalonate). Isolated yield 28.4%. Starting materials: F[B-](F)(F)F, CC(C)(C)[PH+](C(C)(C)C)C(C)(C)C, OB(O)c1c(Cl)cccc1Cl, [Cs+], [F-], CCOC(=O)C1C2Cc3cc(OCc4c(F)ccc(I)c4C)ccc3C21, O=C(C=Cc1ccccc1)C=Cc1ccccc1, O=C(C=Cc1ccccc1)C=Cc1ccccc1, O=C(C=Cc1ccccc1)C=Cc1ccccc1, [Pd], [Pd]. Yields the product CCOC(=O)C1C2Cc3cc(OCc4c(F)ccc(-c5c(Cl)cccc5Cl)c4C)ccc3C21. As a reaction SMILES: [B-:1]([F:2])([F:3])([F:4])[F:5].[C:6]([PH+:7]([C:8]([CH3:9])([CH3:10])[CH3:11])[C:12]([CH3:13])([CH3:14])[CH3:15])([CH3:16])([CH3:17])[CH3:18].[Cl:21][c:22]1[c:23]([B:29]([OH:30])[OH:31])[c:24]([Cl:28])[cH:25][cH:26][cH:27]1.[Cs+:20].[F-:19].[F:32][c:33]1[cH:34][cH:35][c:36]([I:57])[c:37]([CH3:56])[c:38]1[CH2:39][O:40][c:41]1[cH:42][c:43]2[c:47]([cH:48][cH:49]1)[CH:46]1[CH:45]([CH2:44]2)[CH:50]1[C:51](=[O:52])[O:53][CH2:54][CH3:55].[O:60]=[C:61]([CH:62]=[CH:63][c:64]1[cH:65][cH:66][cH:67][cH:68][cH:69]1)[CH:70]=[CH:71][c:72]1[cH:73][cH:74][cH:75][cH:76][cH:77]1.[O:78]=[C:79]([CH:80]=[CH:81][c:82]1[cH:83][cH:84][cH:85][cH:86][cH:87]1)[CH:88]=[CH:89][c:90]1[cH:91][cH:92][cH:93][cH:94][cH:95]1.[O:96]=[C:97]([CH:98]=[CH:99][c:100]1[cH:101][cH:102][cH:103][cH:104][cH:105]1)[CH:106]=[CH:107][c:108]1[cH:109][cH:110][cH:111][cH:112][cH:113]1.[Pd:58].[Pd:59]>>[Cl:21][c:22]1[c:23](-[c:36]2[cH:35][cH:34][c:33]([F:32])[c:38]([CH2:39][O:40][c:41]3[cH:42][c:43]4[c:47]([cH:48][cH:49]3)[CH:46]3[CH:45]([CH2:44]4)[CH:50]3[C:51](=[O:52])[O:53][CH2:54][CH3:55])[c:37]2[CH3:56])[c:24]([Cl:28])[cH:25][cH:26][cH:27]1. Reactants: ClC(Cl)(Cl)OC(OC(Cl)(Cl)Cl)=O (bis(trichloromethyl)carbonate), N1=CC=CC=C1 (pyridine), O1CCCC1 (tetrahydrofuran), O1CCCC1 (tetrahydrofuran). Product: Cl.C(OCC)(OCCNC)=O (ethyl 2-(methylamino)ethyl carbonate hydrochloride). RXN SMILES: [Cl:1][C:2]([O:5][C:6](=[O:12])[O:7][C:8](Cl)(Cl)Cl)(Cl)Cl.[N:13]1[CH:18]=CC=C[CH:14]=1.O1CCC[CH2:20]1>>[ClH:1].[C:6](=[O:12])([O:7][CH2:8][CH2:14][NH:13][CH3:18])[O:5][CH2:2][CH3:20] |f:3.4|. Procedure: To a solution (40 mL) of bis(trichloromethyl)carbonate (1.31 g) in tetrahydrofuran was dropwise added a solution (2 mL) of pyridine (1.07 mL) in tetrahydrofuran under ice-cooling. After stirring under ice-cooling for 10 min., ethyl 2-(methylamino)ethyl carbonate hydrochloride (2.02 g) obtained in Reference Example 14 was added. A solution (2 mL) of triethylamine (1.84 mL) in tetrahydrofuran was dropwise added and the mixture was stirred at room temperature for 1 hr. After concentration under red... Reactants: CC(=O)c1ccc(C(=O)C(=O)OCCC(C)CCC=C(C)C)cc1, CCC(C)C(=O)C(=O)OCCC(C)CCC=C(C)C, CC(C)=CCCC(C)CCCC(=O)C(=O)[O-], CC(C)=CCCC(C)CCC(C)C(=O)C(=O)[O-], CC(C)=CCCC(C)CCOC(=O)C(=O)C1CCCCC1, CC(C)=CCCC(C)CCOC(=O)C(=O)c1ccccc1, CCCC(=O)C(=O)OCCC(C)CCC=C(C)C. The product is CC(C)=CCCC(C)=CCOC(=O)C(=O)C1CCCCC1. Reaction SMILES: [C:92]([c:93]1[cH:94][cH:95][c:96]([C:97](=[O:98])[C:99]([O:100][CH2:101][CH2:102][CH:103]([CH3:104])[CH2:105][CH2:106][CH:107]=[C:108]([CH3:109])[CH3:110])=[O:111])[cH:112][cH:113]1)(=[O:114])[CH3:115].[CH3:17][CH:18]([CH2:19][CH3:20])[C:21](=[O:22])[C:23]([O:24][CH2:25][CH2:26][CH:27]([CH3:28])[CH2:29][CH2:30][CH:31]=[C:32]([CH3:33])[CH3:34])=[O:35].[CH3:1][CH:2]([CH2:3][CH2:4][CH:5]=[C:6]([CH3:7])[CH3:8])[CH2:9][CH2:10][CH2:11][C:12](=[O:13])[C:14]([O-:15])=[O:16].[CH3:54][CH:55]([CH2:56][CH2:57][CH:58]=[C:59]([CH3:60])[CH3:61])[CH2:62][CH2:63][CH:64]([CH3:65])[C:66](=[O:67])[C:68]([O-:69])=[O:70].[CH:71]1([C:77]([C:78](=[O:79])[O:80][CH2:81][CH2:82][CH:83]([CH2:84][CH2:85][CH:86]=[C:87]([CH3:88])[CH3:89])[CH3:90])=[O:91])[CH2:72][CH2:73][CH2:74][CH2:75][CH2:76]1.[O:116]=[C:117]([c:118]1[cH:119][cH:120][cH:121][cH:122][cH:123]1)[C:124]([O:125][CH2:126][CH2:127][CH:128]([CH3:129])[CH2:130][CH2:131][CH:132]=[C:133]([CH3:134])[CH3:135])=[O:136].[O:36]=[C:37]([CH2:38][CH2:39][CH3:40])[C:41]([O:42][CH2:43][CH2:44][CH:45]([CH3:46])[CH2:47][CH2:48][CH:49]=[C:50]([CH3:51])[CH3:52])=[O:53]>>[CH:71]1([C:77]([C:78](=[O:79])[O:80][CH2:81][CH:82]=[C:83]([CH2:84][CH2:85][CH:86]=[C:87]([CH3:88])[CH3:89])[CH3:90])=[O:91])[CH2:72][CH2:73][CH2:74][CH2:75][CH2:76]1. The reactants are ClC=1C=NC=C(C1SC1=C(C=C(S1)C(=O)O)[N+](=O)[O-])Cl (5-[(3,5-dichloro-4-pyridyl)sulfanyl]-4-nitro-thiophene-2-carboxylic acid), C(C)N1CCC(CC1)CCN (2-(1-ethylpiperidin-4-yl)ethanamine). Yields the product ClC=1C=NC=C(C1SC1=C(C=C(S1)C(=O)NCCC1CCN(CC1)CC)[N+](=O)[O-])Cl (5-((3,5-dichloropyridin-4-yl)thio)-N-(2-(1-ethylpiperidin-4-yl)ethyl)-4-nitrothiophene-2-carboxamide), solid. Isolated yield 53.0%. RXN SMILES: [Cl:1][C:2]1[CH:3]=[N:4][CH:5]=[C:6]([Cl:20])[C:7]=1[S:8][C:9]1[S:13][C:12]([C:14]([OH:16])=O)=[CH:11][C:10]=1[N+:17]([O-:19])=[O:18].[CH2:21]([N:23]1[CH2:28][CH2:27][CH:26]([CH2:29][CH2:30][NH2:31])[CH2:25][CH2:24]1)[CH3:22]>>[Cl:20][C:6]1[CH:5]=[N:4][CH:3]=[C:2]([Cl:1])[C:7]=1[S:8][C:9]1[S:13][C:12]([C:14]([NH:31][CH2:30][CH2:29][CH:26]2[CH2:25][CH2:24][N:23]([CH2:21][CH3:22])[CH2:28][CH2:27]2)=[O:16])=[CH:11][C:10]=1[N+:17]([O-:19])=[O:18]. Procedure details: Prepared according to the procedure described for example 44 from 5-[(3,5-dichloro-4-pyridyl)sulfanyl]-4-nitro-thiophene-2-carboxylic acid (35 mg, 0.1 mmol) and 2-(1-ethylpiperidin-4-yl)ethanamine (15.6 mg, 0.12 mmol). The title compound was obtained as a solid (26.1 mg, 53% yield). MS m/z: 489.06, 491.06 [M+H]+. Reactants: CC1(C(C1C=C(Cl)Cl)(C(=O)OCC)C(=O)OCC)C (diethyl 2,2-dimethyl-3-(2',2'-dichlorovinyl)-cyclopropane-1,1-dicarboxylate), C1CN2CCN1CC2 (triethylenediamine). Run in CC=1C=CC=CC1C (o-xylene). The product is CC1(C(C1C=C(Cl)Cl)C(=O)OCC)C (ethyl 2,2-dimethyl-3-(2',2'-dichlorovinyl)-cyclopropane-1-carboxylate). Isolated yield 20.1%. RXN SMILES: [CH3:1][C:2]1([CH3:19])[CH:4]([CH:5]=[C:6]([Cl:8])[Cl:7])[C:3]1(C(OCC)=O)[C:9]([O:11][CH2:12][CH3:13])=[O:10].C1N2CCN(CC2)C1>CC1C=CC=CC=1C>[CH3:1][C:2]1([CH3:19])[CH:4]([CH:5]=[C:6]([Cl:7])[Cl:8])[CH:3]1[C:9]([O:11][CH2:12][CH3:13])=[O:10]. Procedure details: 13 g of diethyl 2,2-dimethyl-3-(2',2'-dichlorovinyl)-cyclopropane-1,1-dicarboxylate were dissolved in 50 g of o-xylene and 20 g of triethylenediamine were added. The mixture was then heated to the boil for 6 hours. After cooling, ice-cold dilute hydrochloric acid was added so that a neutral or weakly acid pH value resulted. The organic phase was separated off and dried with Na2SO4 and the xylene was distilled off in vacuo. The residue weighed 10 g. Fractional distillation gave 2 g of ethyl 2,2-d... Reactants: CCOC(=O)CN1CCN(C(=O)OCc2ccccc2)CCN(C(=O)OCc2ccccc2)CCN(C(=O)OCc2ccccc2)CC1, [Na+], C1COCCO1, [OH-]. Yields the product O=C(O)CN1CCN(C(=O)OCc2ccccc2)CCN(C(=O)OCc2ccccc2)CCN(C(=O)OCc2ccccc2)CC1. RXN SMILES: [CH2:1]([c:2]1[cH:3][cH:4][cH:5][cH:6][cH:7]1)[O:8][C:9](=[O:10])[N:11]1[CH2:12][CH2:13][N:14]([C:39](=[O:40])[O:41][CH2:42][c:43]2[cH:44][cH:45][cH:46][cH:47][cH:48]2)[CH2:15][CH2:16][N:17]([C:29](=[O:30])[O:31][CH2:32][c:33]2[cH:34][cH:35][cH:36][cH:37][cH:38]2)[CH2:18][CH2:19][N:20]([CH2:23][C:24](=[O:25])[O:26][CH2:27][CH3:28])[CH2:21][CH2:22]1.[Na+:50].[O:51]1[CH2:52][CH2:53][O:54][CH2:55][CH2:56]1.[OH-:49]>>[CH2:1]([c:2]1[cH:3][cH:4][cH:5][cH:6][cH:7]1)[O:8][C:9](=[O:10])[N:11]1[CH2:12][CH2:13][N:14]([C:39](=[O:40])[O:41][CH2:42][c:43]2[cH:44][cH:45][cH:46][cH:47][cH:48]2)[CH2:15][CH2:16][N:17]([C:29](=[O:30])[O:31][CH2:32][c:33]2[cH:34][cH:35][cH:36][cH:37][cH:38]2)[CH2:18][CH2:19][N:20]([CH2:23][C:24](=[O:25])[OH:26])[CH2:21][CH2:22]1. The reactants are O (water), COC=1C=C(CN2C(CCC2)=O)C=C(C1OC)OC (1-(3,4,5-trimethoxybenzyl)-2-oxopyrrolidine), C(C1=CC=CC=C1)Br (benzyl bromide), C[Si](C)(C)[N-][Si](C)(C)C.[Li+] (lithium bis(trimethylsilyl)amide), C(C1=CC=CC=C1)Br (benzyl bromide). Solvent: O1CCCC1 (tetrahydrofuran), O1CCCC1 (tetrahydrofuran), C(C)(=O)OCC.CCCCCC (ethyl acetate hexane). Run at temperature -78 celsius, time 30 minute. The product is COC=1C=C(CN2C(C(CC2)CC2=CC=CC=C2)=O)C=C(C1OC)OC (1-(3,4,5-trimethoxybenzyl)-3-(phenylmethyl)-2-oxopyrrolidine). As a reaction SMILES: [CH3:1][O:2][C:3]1[CH:4]=[C:5]([CH:13]=[C:14]([O:18][CH3:19])[C:15]=1[O:16][CH3:17])[CH2:6][N:7]1[CH2:11][CH2:10][CH2:9][C:8]1=[O:12].C[Si]([N-][Si](C)(C)C)(C)C.[Li+].[CH2:30](Br)[C:31]1[CH:36]=[CH:35][CH:34]=[CH:33][CH:32]=1.O>O1CCCC1.C(OCC)(=O)C.CCCCCC>[CH3:1][O:2][C:3]1[CH:4]=[C:5]([CH:13]=[C:14]([O:18][CH3:19])[C:15]=1[O:16][CH3:17])[CH2:6][N:7]1[CH2:11][CH2:10][CH:9]([CH2:30][C:31]2[CH:36]=[CH:35][CH:34]=[CH:33][CH:32]=2)[C:8]1=[O:12] |f:1.2,6.7|. Procedure details: Combine 1-(3,4,5-trimethoxybenzyl)-2-oxopyrrolidine (1.0 g, 3.77 mmol) and tetrahydrofuran (5 mL). Cool to −78° C. using a dry-ice /acetone bath. Add a solution of lithium bis(trimethylsilyl)amide (4.25 mL, 1 M in THF, 4.52 mmol). After 30 minutes, add a solution of benzyl bromide (0.77 g, 4.52 mmol) in tetrahydrofuran (1 mL). After the addition of benzyl bromide is complete, warm slowly to ambient temperature. After 15 minutes, add water and extract three times with dichloromethane. Dry the com...